Dataset: the Open Reaction Database (ORD), a public repository of structured organic reaction records. Task: describe an organic reaction: reactants, conditions, products, and yield The reactants are BrC1=NC(=C(C2=CC=C(C=C12)SC1=CC=CC=C1)O)C(=O)O (1-Bromo-4-hydroxy-7-phenylsulfanyl-isoquinoline-3-carboxylic acid), C([O-])([O-])=O.[K+].[K+] (potassium carbonate), S(=O)(=O)(OC)[O-] (methyl sulfate). The solvent is CC(=O)C (acetone). Yields the product COC(=O)C=1N=C(C2=CC(=CC=C2C1O)SC1=CC=CC=C1)Br (1-Bromo-4-hydroxy-7-phenylsulfanyl-isoquinoline-3-carboxylic acid methyl ester). Yield: 92.5%. RXN SMILES: [Br:1][C:2]1[C:11]2[C:6](=[CH:7][CH:8]=[C:9]([S:12][C:13]3[CH:18]=[CH:17][CH:16]=[CH:15][CH:14]=3)[CH:10]=2)[C:5]([OH:19])=[C:4]([C:20]([OH:22])=[O:21])[N:3]=1.[C:23](=O)([O-])[O-].[K+].[K+].S([O-])(OC)(=O)=O>CC(C)=O>[CH3:23][O:21][C:20]([C:4]1[N:3]=[C:2]([Br:1])[C:11]2[C:6]([C:5]=1[OH:19])=[CH:7][CH:8]=[C:9]([S:12][C:13]1[CH:18]=[CH:17][CH:16]=[CH:15][CH:14]=1)[CH:10]=2)=[O:22] |f:1.2.3|. Procedure details: 1-Bromo-4-hydroxy-7-phenylsulfanyl-isoquinoline-3-carboxylic acid (10.0 g), potassium carbonate (3.7 g) and methyl sulfate (3.4 g) were suspended in 500 ml acetone and stirred at reflux overnight. Reaction mixture was concentrated and residue partitioned between 1 N hydrochloric acid and ethyl acetate. Organic layer was dried over magnesium sulfate and filtered. Filtrate concentrated to give title compound (9.6 g). MS-(+)-ion M+1=389.9, 391.9.